From a dataset of the Open Reaction Database (ORD), a public repository of structured organic reaction records. describe an organic reaction: reactants, conditions, products, and yield Starting materials: ClC=1C=CN2C(C(=CC(=C2C1OC)C1CC1)C(=O)OCC)=O (ethyl 8-chloro-1-cyclopropyl-9-methoxy-4-oxo-4H-quinolizine-3-carboxylate), C(C)O (ethanol), C([O-])([O-])=O.[Na+].[Na+] (sodium carbonate), CN(C)CC1=C(C=CC=C1)B(O)O (2-(N,N-dimethylaminomethyl)phenylboronic acid). Reagents/catalysts: C1=CC=C(C=C1)P(C2=CC=CC=C2)C3=CC=CC=C3.C1=CC=C(C=C1)P(C2=CC=CC=C2)C3=CC=CC=C3.Cl[Pd]Cl (bis(triphenylphosphine)palladium (II) chloride). Run in C1(=CC=CC=C1)C (toluene), C(C)(=O)OCC (Ethyl acetate). Yields the product C1(CC1)C=1C=C(C(N2C=CC(=C(C12)OC)C1=C(C=CC=C1)CN(C)C)=O)C(=O)O (1-cyclopropyl-8-(2-dimethylaminomethylphenyl)-9-methoxy-4-oxo-4H-quinolizine-3-carboxylic acid). Yield: 48.4%. Reaction SMILES: Cl[C:2]1[CH:3]=[CH:4][N:5]2[C:10]([C:11]=1[O:12][CH3:13])=[C:9]([CH:14]1[CH2:16][CH2:15]1)[CH:8]=[C:7]([C:17]([O:19]CC)=[O:18])[C:6]2=[O:22].C(O)C.C(=O)([O-])[O-].[Na+].[Na+].[CH3:32][N:33]([CH2:35][C:36]1[CH:41]=[CH:40][CH:39]=[CH:38][C:37]=1B(O)O)[CH3:34]>C1(C)C=CC=CC=1.C1C=CC(P(C2C=CC=CC=2)C2C=CC=CC=2)=CC=1.C1C=CC(P(C2C=CC=CC=2)C2C=CC=CC=2)=CC=1.Cl[Pd]Cl.C(OCC)(=O)C>[CH:14]1([C:9]2[CH:8]=[C:7]([C:17]([OH:19])=[O:18])[C:6](=[O:22])[N:5]3[C:10]=2[C:11]([O:12][CH3:13])=[C:2]([C:37]2[CH:38]=[CH:39][CH:40]=[CH:41][C:36]=2[CH2:35][N:33]([CH3:34])[CH3:32])[CH:3]=[CH:4]3)[CH2:15][CH2:16]1 |f:2.3.4,7.8.9|. Reported procedure: 100 mg of ethyl 8-chloro-1-cyclopropyl-9-methoxy-4-oxo-4H-quinolizine-3-carboxylate was suspended in 1 ml of toluene. 0.5 ml of ethanol, 0.25 ml of 2 M aqueous sodium carbonate solution, 61 mg of 2-(N,N-dimethylaminomethyl)phenylboronic acid and 10 mg of bis(triphenylphosphine)palladium (II) chloride were added to the obtained solution, and they were heated under reflux in argon atmosphere for 38 hours. Ethyl acetate was added to the reaction mixture. The organic layer was taken, washed with wat... Starting materials: NC1=NC=NC(=C1N)Cl (4,5-diamino-6-chloropyrimidine), COC(CCC)(OC)OC (trimethylorthobutyrate), C1(=CC=C(C=C1)S(=O)(=O)O)C (p-toluenesulfonic acid). The solvent is COCCO (2-methoxyethanol). Product: ClC1=C2NC(=NC2=NC=N1)CCC (6-Chloro-8-propylpurine). RXN SMILES: [NH2:1][C:2]1[C:7]([NH2:8])=[C:6]([Cl:9])[N:5]=[CH:4][N:3]=1.CO[C:12](OC)(OC)[CH2:13][CH2:14][CH3:15].C1(C)C=CC(S(O)(=O)=O)=CC=1>COCCO>[Cl:9][C:6]1[N:5]=[CH:4][N:3]=[C:2]2[C:7]=1[NH:8][C:12]([CH2:13][CH2:14][CH3:15])=[N:1]2. Procedure details: To a solution of 4,5-diamino-6-chloropyrimidine (0.289 g, 2 mmol) in 2-methoxyethanol (10 ml) were added trimethylorthobutyrate (0.5 ml, 3 mmol) and p-toluenesulfonic acid (0.03 g), and the mixture was refluxed for 18 hours and then concentrated in vacuo. The residue was partitioned between water and and ethylacetate. The organic phase was then washed with brine and dried (MgSO4). The crude product obtained after evaporation of the solvent was purified by flash column chromatography on silica-ge... Starting materials: OC1=CC(=CC2=C1OCO2)C(=O)O (7-hydroxy-benzo[1,3]dioxole-5-carboxylic acid), BrCCC1=CC(=CC=C1)C (1-(2-bromo-ethyl)-3-methyl-benzene), C([O-])([O-])=O.[K+].[K+] (potassium carbonate), BrCCC1=CC(=CC=C1)C (1-(2-bromo-ethyl)-3-methyl-benzene), C([O-])([O-])=O.[K+].[K+] (potassium carbonate). The solvent is CN(C)C=O (DMF). Reaction conditions: temperature 90 celsius, time 5 hour. Product: C1(=CC(=CC=C1)CCOC(=O)C1=CC2=C(OCO2)C(=C1)OCCC=1C=C(C=CC1)C)C (7-(2-m-Tolyl-ethoxy)-benzo[1,3]dioxole-5-carboxylic acid 2-m-tolyl-ethyl ester). Isolated yield 78.3%. Reaction SMILES: [OH:1][C:2]1[C:7]2[O:8][CH2:9][O:10][C:6]=2[CH:5]=[C:4]([C:11]([OH:13])=[O:12])[CH:3]=1.Br[CH2:15][CH2:16][C:17]1[CH:22]=[CH:21][CH:20]=[C:19]([CH3:23])[CH:18]=1.C(=O)([O-])[O-].[K+].[K+]>CN(C=O)C>[C:19]1([CH3:23])[CH:20]=[CH:21][CH:22]=[C:17]([CH2:16][CH2:15][O:12][C:11]([C:4]2[CH:3]=[C:2]([O:1][CH2:15][CH2:16][C:17]3[CH:18]=[C:19]([CH3:23])[CH:20]=[CH:21][CH:22]=3)[C:7]3[O:8][CH2:9][O:10][C:6]=3[CH:5]=2)=[O:13])[CH:18]=1 |f:2.3.4|. Reported procedure: 2.5 g of 7-hydroxy-benzo[1,3]dioxole-5-carboxylic acid, 6.8 g of 1-(2-bromo-ethyl)-3-methyl-benzene and 7.6 g of potassium carbonate were stirred in 100 ml of anhydrous DMF for 10 h at 80° C. Then another 1.4 g of 1-(2-bromo-ethyl)-3-methyl-benzene and 1.5 g of potassium carbonate were added and the mixture was stirred for 5 h at 90° C. The solvent was removed in vacuo and the residue dissolved in 200 ml of water and 200 ml of EA. The organic layer was separated, washed with 100 ml of a saturate... Starting materials: C1(=CC=CC=C1)C(CCCNCC1=CC(=CC=C1)[N+](=O)[O-])(CNS(=O)(=O)C1=CC=C(C)C=C1)C1=CC=CC=C1 (4,4-diphenyl-1-(3-nitrobenzylamino)-5-(tosylamino)pentane), Cl (hydrochloric acid). The reagents and catalysts are [Pd] (palladium-on-carbon). The solvent is C(C)O (ethanol). Yields the product NC=1C=C(CNCCCC(CNS(=O)(=O)C2=CC=C(C)C=C2)(C2=CC=CC=C2)C2=CC=CC=C2)C=CC1 (1-(3-Aminobenzylamino)-4,4-diphenyl-5-(tosylamino)pentane). The yield is 74.7%. RXN SMILES: [C:1]1([C:7]([C:34]2[CH:39]=[CH:38][CH:37]=[CH:36][CH:35]=2)([CH2:22][NH:23][S:24]([C:27]2[CH:33]=[CH:32][C:30]([CH3:31])=[CH:29][CH:28]=2)(=[O:26])=[O:25])[CH2:8][CH2:9][CH2:10][NH:11][CH2:12][C:13]2[CH:18]=[CH:17][CH:16]=[C:15]([N+:19]([O-])=O)[CH:14]=2)[CH:6]=[CH:5][CH:4]=[CH:3][CH:2]=1.Cl>C(O)C.[Pd]>[NH2:19][C:15]1[CH:14]=[C:13]([CH:18]=[CH:17][CH:16]=1)[CH2:12][NH:11][CH2:10][CH2:9][CH2:8][C:7]([C:1]1[CH:6]=[CH:5][CH:4]=[CH:3][CH:2]=1)([C:34]1[CH:35]=[CH:36][CH:37]=[CH:38][CH:39]=1)[CH2:22][NH:23][S:24]([C:27]1[CH:33]=[CH:32][C:30]([CH3:31])=[CH:29][CH:28]=1)(=[O:26])=[O:25]. Procedure details: To a solution of 4,4-diphenyl-1-(3-nitrobenzylamino)-5-(tosylamino)pentane (0.17 g) in ethanol (10 ml) was added hydrochloric acid (0.1 ml) as well as 10% palladium-on-carbon (80 mg) and the mixture was subjected to catalytic hydrogenation at atmospheric temperature and pressure. The catalyst was then removed from the reaction mixture and the filtrate was concentrated to dryness. The group was dissolved in water and the solution was made basic with aqueous ammonia. The resulting precipitate was ... Starting materials: COC=1C=C2CCN=CC2=CC1OC (6,7-dimethoxy-3,4-dihydroisoquinoline), COC=1C=C(CCl)C=C(C1OC)OC (3,4,5-trimethoxybenzyl chloride). The solvent is O1CCOCC1 (dioxan). The product is [Cl-].COC=1C=C(C[N+]2=CC3=CC(=C(C=C3CC2)OC)OC)C=C(C1OC)OC (2-(3,4,5-Trimethoxybenzyl)-6,7-dimethoxy-3,4-dihydroisoquinolinium chloride). RXN SMILES: [CH3:1][O:2][C:3]1[CH:4]=[C:5]2[C:10](=[CH:11][C:12]=1[O:13][CH3:14])[CH:9]=[N:8][CH2:7][CH2:6]2.[CH3:15][O:16][C:17]1[CH:18]=[C:19]([CH:22]=[C:23]([O:27][CH3:28])[C:24]=1[O:25][CH3:26])[CH2:20][Cl:21]>O1CCOCC1>[Cl-:21].[CH3:28][O:27][C:23]1[CH:22]=[C:19]([CH:18]=[C:17]([O:16][CH3:15])[C:24]=1[O:25][CH3:26])[CH2:20][N+:8]1[CH2:7][CH2:6][C:5]2[C:10](=[CH:11][C:12]([O:13][CH3:14])=[C:3]([O:2][CH3:1])[CH:4]=2)[CH:9]=1 |f:3.4|. Reported procedure: The title compound is prepared analogously to Example A from 6,7-dimethoxy-3,4-dihydroisoquinoline and 3,4,5-trimethoxybenzyl chloride in dioxan. Melting point: 187°-189° C. (Decomp.) The reactants are NC=1C(=NC(=NC1C(=O)OCC)NC1=CC(=CC=C1)O)NC1=CC(=CC=C1)O (5-amino-6-ethoxycarbonyl-N2,N4-bis(3-hydroxyphenyl)-2,4-pyrimidinediamine), C(C)OC(=O)C1=C(C(=NC(=N1)NC1=CC2=C(C=C1)OCCO2)NC2=CC1=C(C=C2)OCCO1)[N+](=O)[O-] (6-ethoxycarbonyl-N2,N4-bis(3,4-ethylenedioxyphenyl)-5-nitro-2,4-pyrimidinediamine), [H][H] (hydrogen). The reagents and catalysts are [Pd] (Pd/C). Product: NC=1C(=NC(=NC1C(=O)OCC)NC1=CC2=C(C=C1)OCCO2)NC2=CC1=C(C=C2)OCCO1 (5-amino-6-ethoxycarbonyl-N2,N4-bis(3,4-ethylenedioxyphenyl)-2,4-pyrimidinediamine). As a reaction SMILES: NC1C(NC2C=CC=C(O)C=2)=NC(NC2C=CC=C(O)C=2)=NC=1C(OCC)=O.[CH2:29]([O:31][C:32]([C:34]1[N:39]=[C:38]([NH:40][C:41]2[CH:46]=[CH:45][C:44]3[O:47][CH2:48][CH2:49][O:50][C:43]=3[CH:42]=2)[N:37]=[C:36]([NH:51][C:52]2[CH:57]=[CH:56][C:55]3[O:58][CH2:59][CH2:60][O:61][C:54]=3[CH:53]=2)[C:35]=1[N+:62]([O-])=O)=[O:33])[CH3:30].[H][H]>[Pd]>[NH2:62][C:35]1[C:36]([NH:51][C:52]2[CH:57]=[CH:56][C:55]3[O:58][CH2:59][CH2:60][O:61][C:54]=3[CH:53]=2)=[N:37][C:38]([NH:40][C:41]2[CH:46]=[CH:45][C:44]3[O:47][CH2:48][CH2:49][O:50][C:43]=3[CH:42]=2)=[N:39][C:34]=1[C:32]([O:31][CH2:29][CH3:30])=[O:33]. Procedure: In a manner similar to the preparation of 5-amino-6-ethoxycarbonyl-N2,N4-bis(3-hydroxyphenyl)-2,4-pyrimidinediamine, 6-ethoxycarbonyl-N2,N4-bis(3,4-ethylenedioxyphenyl)-5-nitro-2,4-pyrimidinediamine, hydrogen, and 10% Pd/C were reacted to yield 5-amino-6-ethoxycarbonyl-N2,N4-bis(3,4-ethylenedioxyphenyl)-2,4-pyrimidinediamine. 1H NMR (CD3OD): δ 7.16 (d, 1H, J=2.4 Hz), 7.07 (d, 1H, J=2.4 Hz), 7.04 (dd, 1H, J=2.4 and 9.0 Hz), 6.84–6.79 (m, 2H), 6.70 (d, 1H, J=9.0), 4.43 (q, 2H, J=7.8 Hz), 4.25 (s, ... Reactants: COC(C)(C)C=O, CC(=O)O, CO, Cl, NC(=O)c1nc[nH]c1N. The product is COC(C)(C)CNc1nc[nH]c1C(N)=O. Reaction SMILES: [CH3:11][O:12][C:13]([CH:14]=[O:15])([CH3:16])[CH3:17].[CH3:18][C:19](=[O:20])[OH:21].[CH3:22][OH:23].[ClH:1].[NH2:2][c:3]1[c:4]([C:8](=[O:9])[NH2:10])[n:5][cH:6][nH:7]1>>[NH:2]([c:3]1[c:4]([C:8](=[O:9])[NH2:10])[nH:5][cH:6][n:7]1)[CH2:14][C:13]([O:12][CH3:11])([CH3:16])[CH3:17].